This data is from the Open Reaction Database (ORD), a public repository of structured organic reaction records. The task is: describe an organic reaction: reactants, conditions, products, and yield The reactants are Cc1cc(C)c(CNC(=O)c2cc(Br)nc3c2cnn3C(C)C)c(=O)[nH]1, O=C([O-])[O-], C1COCCO1, CCOC(C)=O, [Na+], [Na+], OB(O)c1cnn(CCN2CCOCC2)c1, O, c1ccc(P(c2ccccc2)(c2ccccc2)[Pd](P(c2ccccc2)(c2ccccc2)c2ccccc2)(P(c2ccccc2)(c2ccccc2)c2ccccc2)P(c2ccccc2)(c2ccccc2)c2ccccc2)cc1. Yields the product Cc1cc(C)c(CNC(=O)c2cc(-c3cnn(CCN4CCOCC4)c3)nc3c2cnn3C(C)C)c(=O)[nH]1. As a reaction SMILES: [Br:1][c:2]1[cH:3][c:4]([C:14](=[O:15])[NH:16][CH2:17][c:18]2[c:19](=[O:26])[nH:20][c:21]([CH3:25])[cH:22][c:23]2[CH3:24])[c:5]2[c:6]([n:7]1)[n:8]([CH:11]([CH3:12])[CH3:13])[n:9][cH:10]2.[C:43](=[O:44])([O-:45])[O-:46].[CH2:55]1[O:56][CH2:57][CH2:58][O:59][CH2:60]1.[CH3:49][CH2:50][O:51][C:52]([CH3:53])=[O:54].[Na+:47].[Na+:48].[O:27]1[CH2:28][CH2:29][N:30]([CH2:33][CH2:34][n:35]2[n:36][cH:37][c:38]([B:40]([OH:41])[OH:42])[cH:39]2)[CH2:31][CH2:32]1.[OH2:61].[cH:62]1[cH:63][cH:64][c:65]([P:66]([Pd:67]([P:68]([c:69]2[cH:70][cH:71][cH:72][cH:73][cH:74]2)([c:75]2[cH:76][cH:77][cH:78][cH:79][cH:80]2)[c:81]2[cH:82][cH:83][cH:84][cH:85][cH:86]2)([P:87]([c:88]2[cH:89][cH:90][cH:91][cH:92][cH:93]2)([c:94]2[cH:95][cH:96][cH:97][cH:98][cH:99]2)[c:100]2[cH:101][cH:102][cH:103][cH:104][cH:105]2)[P:106]([c:107]2[cH:108][cH:109][cH:110][cH:111][cH:112]2)([c:113]2[cH:114][cH:115][cH:116][cH:117][cH:118]2)[c:119]2[cH:120][cH:121][cH:122][cH:123][cH:124]2)([c:125]2[cH:126][cH:127][cH:128][cH:129][cH:130]2)[c:131]2[cH:132][cH:133][cH:134][cH:135][cH:136]2)[cH:137][cH:138]1>>[c:2]1(-[c:38]2[cH:37][n:36][n:35]([CH2:34][CH2:33][N:30]3[CH2:29][CH2:28][O:27][CH2:32][CH2:31]3)[cH:39]2)[cH:3][c:4]([C:14](=[O:15])[NH:16][CH2:17][c:18]2[c:19](=[O:26])[nH:20][c:21]([CH3:25])[cH:22][c:23]2[CH3:24])[c:5]2[c:6]([n:7]1)[n:8]([CH:11]([CH3:12])[CH3:13])[n:9][cH:10]2. The reactants are C(C)(=O)[O-].[Na+] (sodium acetate), CS(=O)C (dimethylsulphoxide), CN(C(CCl)=O)OC (chloroacetic acid N-methyl-N-methoxy-amide). Run in C(Cl)Cl (methylene chloride). Run at temperature 70 celsius, time 7 hour. The product is CN(C(COC(C)=O)=O)OC (acetoxyacetic acid N-methyl-N-methoxy-amide). The yield is 75.2%. Reaction SMILES: [C:1]([O-:4])(=[O:3])[CH3:2].[Na+].CS(C)=O.[CH3:10][N:11]([O:16][CH3:17])[C:12](=[O:15])[CH2:13]Cl>C(Cl)Cl>[CH3:10][N:11]([O:16][CH3:17])[C:12](=[O:15])[CH2:13][O:3][C:1](=[O:4])[CH3:2] |f:0.1|. Procedure: A mixture of 23 g (0.28 mole) of sodium acetate, 200 ml of dimethylsulphoxide and 34.4 g (0.25 mole) of chloroacetic acid N-methyl-N-methoxy-amide (for its preparation, see DE-OS (German Published Specification) No. 2,753,182) was stirred at 70° C. for 7 hours. The mixture was then cooled to room temperature, 500 ml of methylene chloride were added and the inorganic salt was filtered off. The filtrate was evaporated in vacuo and the residue was distilled. 30.3 g (75% of theory) of acetoxyacetic ... Starting materials: [C@H]1(CCCN2CCCC[C@H]12)CN1CCC(CC1)NC(=O)C=1NC2=CC=CC(=C2C1)OCC1=COC2=C1C=CC(=C2)OC (4-(6-Methoxy-benzofuran-3-ylmethoxy)-1H-indole-2-carboxylic acid {1-[(1S,9aR)-1-(octahydro-quinolizin-1-yl)methyl]-piperidin-4-yl}-amide), Cl.Cl.Cl.N1(CCCCCC1)CCN1CCC(CC1)N (1-(2-Azepan-1-yl-ethyl)-piperidin-4-ylamine tri-hydrochloride). Procedure: This compound is synthesized from 4-(6-methoxy-benzofuran-3-ylmethoxy)-1H-indole-2-carboxylic acid (120, see example 86) and amine 5 analogously to the method described in example 1. RXN SMILES: [C@H]1(C[N:12]2[CH2:17][CH2:16][CH:15]([NH:18][C:19]([C:21]3[NH:22][C:23]4[C:28]([CH:29]=3)=[C:27]([O:30][CH2:31][C:32]3[C:36]5[CH:37]=[CH:38][C:39]([O:41][CH3:42])=[CH:40][C:35]=5[O:34][CH:33]=3)[CH:26]=[CH:25][CH:24]=4)=[O:20])[CH2:14][CH2:13]2)[C@@H]2N(CCCC2)CCC1.Cl.Cl.Cl.[N:46]1([CH2:53][CH2:54]N2CCC(N)CC2)[CH2:52][CH2:51][CH2:50][CH2:49][CH2:48][CH2:47]1>>[N:46]1([CH2:53][CH2:54][N:12]2[CH2:13][CH2:14][CH:15]([NH:18][C:19]([C:21]3[NH:22][C:23]4[C:28]([CH:29]=3)=[C:27]([O:30][CH2:31][C:32]3[C:36]5[CH:37]=[CH:38][C:39]([O:41][CH3:42])=[CH:40][C:35]=5[O:34][CH:33]=3)[CH:26]=[CH:25][CH:24]=4)=[O:20])[CH2:16][CH2:17]2)[CH2:52][CH2:51][CH2:50][CH2:49][CH2:48][CH2:47]1 |f:1.2.3.4|. Yields the product N1(CCCCCC1)CCN1CCC(CC1)NC(=O)C=1NC2=CC=CC(=C2C1)OCC1=COC2=C1C=CC(=C2)OC (4-(6-Methoxy-benzofuran-3-ylmethoxy)-1H-indole-2-carboxylic acid [1-(2-azepan-1-yl-ethyl)-piperidin-4-yl]-amide). The reactants are O=C([O-])[O-], C1COCCN1, COC(=O)c1c(CBr)cccc1[N+](=O)[O-], [I-], [K+], [K+], [K+], CN(C)C=O, O. Yields the product COC(=O)c1c(CN2CCOCC2)cccc1[N+](=O)[O-]. Reaction SMILES: [C:22](=[O:23])([O-:24])[O-:25].[CH2:16]1[CH2:17][O:18][CH2:19][CH2:20][NH:21]1.[CH3:1][O:2][C:3]([c:4]1[c:5]([CH2:13][Br:14])[cH:6][cH:7][cH:8][c:9]1[N+:10](=[O:11])[O-:12])=[O:15].[I-:29].[K+:26].[K+:27].[K+:28].[O:30]=[CH:31][N:32]([CH3:33])[CH3:34].[OH2:35]>>[CH3:1][O:2][C:3]([c:4]1[c:5]([CH2:13][N:21]2[CH2:16][CH2:17][O:18][CH2:19][CH2:20]2)[cH:6][cH:7][cH:8][c:9]1[N+:10](=[O:11])[O-:12])=[O:15]. Starting materials: CC(=O)c1c(O)c2ccccc2oc1=O, C1CCNCC1, ClC(Cl)Cl, O=Cc1ccc(OC(F)(F)F)c(Cl)c1. The product is O=C(C=Cc1ccc(OC(F)(F)F)c(Cl)c1)c1c(O)c2ccccc2oc1=O. As a reaction SMILES: [C:1]([CH3:2])(=[O:3])[c:4]1[c:5](=[O:15])[o:6][c:7]2[c:8]([c:9]1[OH:10])[cH:11][cH:12][cH:13][cH:14]2.[CH2:30]1[CH2:31][CH2:32][NH:33][CH2:34][CH2:35]1.[CH:36]([Cl:37])([Cl:38])[Cl:39].[Cl:16][c:17]1[cH:18][c:19]([CH:20]=[O:21])[cH:22][cH:23][c:24]1[O:25][C:26]([F:27])([F:28])[F:29]>>[C:1]([CH:2]=[CH:20][c:19]1[cH:18][c:17]([Cl:16])[c:24]([O:25][C:26]([F:27])([F:28])[F:29])[cH:23][cH:22]1)(=[O:3])[c:4]1[c:5](=[O:15])[o:6][c:7]2[c:8]([c:9]1[OH:10])[cH:11][cH:12][cH:13][cH:14]2. Starting materials: O=C([O-])[O-], CCOC(=O)CCc1ccc(CCl)cc1, [Cs+], [Cs+], O=c1[nH]cccc1-c1ccc([N+](=O)[O-])cc1, CN(C)C=O. Product: CCOC(=O)CCc1ccc(Cn2cccc(-c3ccc([N+](=O)[O-])cc3)c2=O)cc1. As a reaction SMILES: [C:32](=[O:33])([O-:34])[O-:35].[CH2:17]([CH3:18])[O:19][C:20]([CH2:21][CH2:22][c:23]1[cH:24][cH:25][c:26]([CH2:29][Cl:30])[cH:27][cH:28]1)=[O:31].[Cs+:36].[Cs+:37].[N+:1](=[O:2])([O-:3])[c:4]1[cH:5][cH:6][c:7](-[c:10]2[c:11](=[O:16])[nH:12][cH:13][cH:14][cH:15]2)[cH:8][cH:9]1.[O:38]=[CH:39][N:40]([CH3:41])[CH3:42]>>[N+:1](=[O:2])([O-:3])[c:4]1[cH:5][cH:6][c:7](-[c:10]2[c:11](=[O:16])[n:12]([CH2:29][c:26]3[cH:25][cH:24][c:23]([CH2:22][CH2:21][C:20]([O:19][CH2:17][CH3:18])=[O:31])[cH:28][cH:27]3)[cH:13][cH:14][cH:15]2)[cH:8][cH:9]1. Reactants: ClC1=C(C=CC=C1)C=1C(=CC(=NC1)NN)C1=CC=C(C=C1)Cl (5-(2-chlorophenyl)-4-(4-chlorophenyl)-2-hydrazinylpyridine), ClC1=C(C=CC=C1)C=1C(=CC=2N(N1)C(NN2)=O)C2=CC=C(C=C2)Cl (6-(2-chlorophenyl)-7-(4-chlorophenyl)-[1,2,4]triazolo[4,3-b]pyridazin-3(2H)-one). As a reaction SMILES: [Cl:1][C:2]1[CH:7]=[CH:6][CH:5]=[CH:4][C:3]=1[C:8]1[C:9]([C:16]2[CH:21]=[CH:20][C:19]([Cl:22])=[CH:18][CH:17]=2)=[CH:10][C:11]([NH:14][NH2:15])=[N:12][CH:13]=1.ClC1C=CC=CC=1C1C(C2C=CC(Cl)=CC=2)=CC2N([C:36](=[O:39])NN=2)N=1>>[Cl:1][C:2]1[CH:7]=[CH:6][CH:5]=[CH:4][C:3]=1[C:8]1[C:9]([C:16]2[CH:21]=[CH:20][C:19]([Cl:22])=[CH:18][CH:17]=2)=[CH:10][C:11]2[N:12]([C:36](=[O:39])[NH:15][N:14]=2)[CH:13]=1. Isolated yield 88.0%. Product: ClC1=C(C=CC=C1)C=1C(=CC=2N(C1)C(NN2)=O)C2=CC=C(C=C2)Cl (6-(2-chlorophenyl)-7-(4-chlorophenyl)-[1,2,4]triazolo[4,3-a]pyridin-3(2H)-one). Procedure: The title compound (190 mg, 88% yield) as a yellow foam was prepared from 5-(2-chlorophenyl)-4-(4-chlorophenyl)-2-hydrazinylpyridine (200 mg, 0.61 mmol) in a manner analogous to that in which 6-(2-chlorophenyl)-7-(4-chlorophenyl)-[1,2,4]triazolo[4,3-b]pyridazin-3(2H)-one (Example 1G) was prepared. HPLC/MS: retention time=3.83 min, [M+H]+=356.1. The reactants are O (water), ClC1=NC(=NC=C1C#CCCCNC(OC(C)(C)C)=O)NC1=CC=C(C=C1)C#N (tert-butyl (5-(4-chloro-2-((4-cyanophenyl)amino)pyrimidin-5-yl)-4-pentyn-1-yl)carbamate), N1N=CC=C1 (pyrazole), C([O-])([O-])=O.[Cs+].[Cs+] (cesium carbonate). Run in C(C)(=O)OCC (ethyl acetate), CN1C(CCC1)=O (N-methylpyrrolidone). Conditions: temperature 60 celsius, time 3 hour. The product is C(#N)C1=CC=C(C=C1)NC1=NC=C(C(=N1)N1N=CC=C1)C#CCCCNC(OC(C)(C)C)=O (tert-butyl (5-(2-((4-cyanophenyl)amino)-4-(1H-pyrazol-1-yl)pyrimidin-5-yl)-4-pentyn-1-yl)carbamate). Yield: 61.9%. As a reaction SMILES: Cl[C:2]1[C:7]([C:8]#[C:9][CH2:10][CH2:11][CH2:12][NH:13][C:14](=[O:20])[O:15][C:16]([CH3:19])([CH3:18])[CH3:17])=[CH:6][N:5]=[C:4]([NH:21][C:22]2[CH:27]=[CH:26][C:25]([C:28]#[N:29])=[CH:24][CH:23]=2)[N:3]=1.[NH:30]1[CH:34]=[CH:33][CH:32]=[N:31]1.C(=O)([O-])[O-].[Cs+].[Cs+].O>CN1CCCC1=O.C(OCC)(=O)C>[C:28]([C:25]1[CH:26]=[CH:27][C:22]([NH:21][C:4]2[N:3]=[C:2]([N:30]3[CH:34]=[CH:33][CH:32]=[N:31]3)[C:7]([C:8]#[C:9][CH2:10][CH2:11][CH2:12][NH:13][C:14](=[O:20])[O:15][C:16]([CH3:19])([CH3:18])[CH3:17])=[CH:6][N:5]=2)=[CH:23][CH:24]=1)#[N:29] |f:2.3.4|. Reported procedure: To a solution of tert-butyl (5-(4-chloro-2-((4-cyanophenyl)amino)pyrimidin-5-yl)-4-pentyn-1-yl)carbamate (T5, 30 mg) and pyrazole (7 mg) in N-methylpyrrolidone (1 mL), cesium carbonate (71 mg) was added at room temperature, and the mixture was stirred at 60° C. for 3 hours. The reaction mixture was cooled to room temperature, and then water and ethyl acetate were added to the reaction mixture. The organic layer was separated, washed with saturated aqueous sodium chloride, and then dried over anh... Starting materials: O (water), C1(CCCC1)C1(C(C2=C(C(=C(C=C2C1)O)Cl)Cl)=O)C (2-Cyclopentyl-6,7-dichloro-2,3-dihydro-2-methyl-5-hydroxy-1H-inden-1-one), BrCCC=C (4-bromo-1-butene), C([O-])([O-])=O.[K+].[K+] (potassium carbonate). The solvent is CN(C=O)C (dimethylformamide). Conditions: temperature 60 celsius. Product: ClC1=C(C=C2CC(C(C2=C1Cl)=O)(C)C1CCCC1)OCCC=C (4-[(6,7-Dichloro-2-cyclopentyl-2,3-dihydro-2-methyl-1-oxo-1H-inden-5-yl)oxy]-1-butene). Reaction SMILES: [CH:1]1([C:6]2([CH3:19])[CH2:14][C:13]3[C:8](=[C:9]([Cl:17])[C:10]([Cl:16])=[C:11]([OH:15])[CH:12]=3)[C:7]2=[O:18])[CH2:5][CH2:4][CH2:3][CH2:2]1.C(=O)([O-])[O-].[K+].[K+].Br[CH2:27][CH2:28][CH:29]=[CH2:30].O>CN(C)C=O>[Cl:16][C:10]1[C:9]([Cl:17])=[C:8]2[C:13]([CH2:14][C:6]([CH:1]3[CH2:2][CH2:3][CH2:4][CH2:5]3)([CH3:19])[C:7]2=[O:18])=[CH:12][C:11]=1[O:15][CH2:30][CH2:29][CH:28]=[CH2:27] |f:1.2.3|. Reported procedure: 2-Cyclopentyl-6,7-dichloro-2,3-dihydro-2-methyl-5-hydroxy-1H-inden-1-one (12 gm., 0.04 mole) is dissolved in dimethylformamide (30 m.) and treated with potassium carbonate (5.5 gm., 0.04 mole). The mixture is stirred and heated on a steam bath for 30 minutes and 4-bromo-1-butene (5.5 gm., 0.04 mole) is added and the mixture stirred and heated at 60° C. for 24 hours. The reaction mixture is poured into water (300 ml.) and, after standing, the product removed by filtration, dried and recrystallize...